This data is from the Open Reaction Database (ORD), a public repository of structured organic reaction records. The task is: describe an organic reaction: reactants, conditions, products, and yield Starting materials: C1(=CC=CC=C1)NC(C1=C(C=C(C(=C1)O)O)NC(=O)C1=C(C2=C(S1)C=CC=C2)Cl)=O (N-phenyl-2-[((3-chlorobenzo[b]thien-2-yl)carbonyl)amino]-4,5-dihydroxybenzamide), CC(C(=O)Cl)(C)C (trimethylacetyl chloride). Solvent: N1=CC=CC=C1 (pyridine), C(Cl)Cl (CH2Cl2). Conditions: time 16 hour. Product: C1(=CC=CC=C1)NC(C1=C(C=C(C(=C1)O)OC(=O)C(C)(C)C)NC(=O)C1=C(C2=C(S1)C=CC=C2)Cl)=O (N-phenyl-2-[((3-chlorobenzo[b]thien-2-yl)carbonyl)amino]-5-hydroxy4-((1,1-dimethylethyl)carbonyl)oxybenzamide). Yield: 34.6%. RXN SMILES: [C:1]1([NH:7][C:8](=[O:30])[C:9]2[CH:14]=[C:13]([OH:15])[C:12]([OH:16])=[CH:11][C:10]=2[NH:17][C:18]([C:20]2[S:24][C:23]3[CH:25]=[CH:26][CH:27]=[CH:28][C:22]=3[C:21]=2[Cl:29])=[O:19])[CH:6]=[CH:5][CH:4]=[CH:3][CH:2]=1.[CH3:31][C:32]([CH3:37])([CH3:36])[C:33](Cl)=[O:34]>C(Cl)Cl.N1C=CC=CC=1>[C:1]1([NH:7][C:8](=[O:30])[C:9]2[CH:14]=[C:13]([OH:15])[C:12]([O:16][C:33]([C:32]([CH3:37])([CH3:36])[CH3:31])=[O:34])=[CH:11][C:10]=2[NH:17][C:18]([C:20]2[S:24][C:23]3[CH:25]=[CH:26][CH:27]=[CH:28][C:22]=3[C:21]=2[Cl:29])=[O:19])[CH:2]=[CH:3][CH:4]=[CH:5][CH:6]=1. Reported procedure: To a solution of N-phenyl-2-[((3-chlorobenzo[b]thien-2-yl)carbonyl)amino]-4,5-dihydroxybenzamide (0.09 g, 0.21 mmol) in CH2Cl2 (1 mL) and pyridine.(1 mL) at 0° C. was added trimethylacetyl chloride (0.027 mL, 0.22 mmol). The solution was allowed to warm to ambient temperature with stirring. After 16 hours, the reaction mixture was partitioned between ethyl acetate and dilute HCl. The organic layer was dried over Na2SO4 and concentrated in vacuo. The resulting oil was purified by flash chromatogr... Reported procedure: To a solution of 1.09 g 2-hydrazinopyridine in 10 ml 5N hydrochloric acid was added 1.45 g benzoylacetonitrile (from Example 2) under stirring. The mixture was refluxed for 3 hrs. After cooling, the solution was neutralized with Na2CO3. The yellow precipitate was filtrated, washed with H2O, and dried to get 1.9 g 1-pyridyl-3-phenyl-5-aminopyrazole. The product is N1=C(C=CC=C1)N1N=C(C=C1N)C1=CC=CC=C1 (1-pyridyl-3-phenyl-5-aminopyrazole). Solvent: Cl (hydrochloric acid). Reaction SMILES: [NH:1]([C:3]1[CH:8]=[CH:7][CH:6]=[CH:5][N:4]=1)[NH2:2].[C:9]([CH2:17][C:18]#[N:19])(=O)[C:10]1[CH:15]=[CH:14][CH:13]=[CH:12][CH:11]=1.C([O-])([O-])=O.[Na+].[Na+]>Cl>[N:4]1[CH:5]=[CH:6][CH:7]=[CH:8][C:3]=1[N:1]1[C:18]([NH2:19])=[CH:17][C:9]([C:10]2[CH:15]=[CH:14][CH:13]=[CH:12][CH:11]=2)=[N:2]1 |f:2.3.4|. Yield: 80.5%. The reactants are N(N)C1=NC=CC=C1 (2-hydrazinopyridine), C(C1=CC=CC=C1)(=O)CC#N (benzoylacetonitrile), C(=O)([O-])[O-].[Na+].[Na+] (Na2CO3). The reactants are COc1cc(NCCCc2ccc(OCC(C)(C)N(C)C)cc2)c(C2CCc3cc(OC(=O)C(C)(C)C)ccc3C2)cc1OC, CN(C)C(C)(C)COc1ccc(C=O)cc1. Product: COc1cc(NCCCc2ccc(OCC(C)(C)N(C)C)cc2)c(C2CCc3cc(O)ccc3C2)cc1OC. RXN SMILES: [CH3:17][N:18]([C:19]([CH2:20][O:21][c:22]1[cH:23][cH:24][c:25]([CH2:26][CH2:27][CH2:28][NH:29][c:30]2[c:31]([CH:40]3[CH2:41][c:42]4[cH:43][cH:44][c:45]([O:50][C:51](=[O:52])[C:53]([CH3:54])([CH3:55])[CH3:56])[cH:46][c:47]4[CH2:48][CH2:49]3)[cH:32][c:33]([O:38][CH3:39])[c:34]([O:36][CH3:37])[cH:35]2)[cH:57][cH:58]1)([CH3:59])[CH3:60])[CH3:61].[CH3:1][N:2]([CH3:3])[C:4]([CH3:5])([CH3:6])[CH2:7][O:8][c:9]1[cH:10][cH:11][c:12]([CH:13]=[O:14])[cH:15][cH:16]1>>[CH3:17][N:18]([C:19]([CH2:20][O:21][c:22]1[cH:23][cH:24][c:25]([CH2:26][CH2:27][CH2:28][NH:29][c:30]2[c:31]([CH:40]3[CH2:41][c:42]4[cH:43][cH:44][c:45]([OH:50])[cH:46][c:47]4[CH2:48][CH2:49]3)[cH:32][c:33]([O:38][CH3:39])[c:34]([O:36][CH3:37])[cH:35]2)[cH:57][cH:58]1)([CH3:59])[CH3:60])[CH3:61].